This data is from the Open Reaction Database (ORD), a public repository of structured organic reaction records. The task is: describe an organic reaction: reactants, conditions, products, and yield Starting materials: FC(C1=NC2=CC=CC=C2C(=N1)Cl)(F)F (2-trifluoromethyl-4-chloro-quinazoline), [S-]C#N.[K+] (potassiumthiocyanate). Run in C(C)(=O)O (acetic acid). Conditions: time 2 hour. Product: FC(C1=NC2=CC=CC=C2C(=N1)SC#N)(F)F (2-trifluoromethyl-4-thiocyano-quinazoline). Reaction SMILES: [F:1][C:2]([F:15])([F:14])[C:3]1[N:12]=[C:11](Cl)[C:10]2[C:5](=[CH:6][CH:7]=[CH:8][CH:9]=2)[N:4]=1.[S-:16][C:17]#[N:18].[K+]>C(O)(=O)C>[F:1][C:2]([F:15])([F:14])[C:3]1[N:12]=[C:11]([S:16][C:17]#[N:18])[C:10]2[C:5](=[CH:6][CH:7]=[CH:8][CH:9]=2)[N:4]=1 |f:1.2|. Reported procedure: 46.5 g of 2-trifluoromethyl-4-chloro-quinazoline is added, while stirring, to a mixture of 97 g of potassiumthiocyanate and 200 ml of acetic acid. The reaction mixture is stirred for 2 hours at room temperature, the resultant light-yellow precipitate is drawn off, consecutively washed with a small amount of acetic acid and water and subsequently dried in air. The 2-trifluoromethyl-4-thiocyano-quinazoline thus obtained has a melting point of 134°-136°C. The reactants are C1(CCCCC1)NC1=C(C=CC=C1)[N+](=O)[O-] (Cyclohexyl-(2-nitro-phenyl)-amine), [Sn](Cl)Cl (tin (II) chloride). Procedure details: Cyclohexyl-(2-nitro-phenyl)-amine from Example E26.1 (3.0 g, 13.6 mmol) was dissolved in methanol (100 ml) and tin (II) chloride (12.9 g, 68.1 mmol) was added. The mixture was stirred for 20 h at room temperature then heated at reflux for 18 h and concentrated in vacuo. The residue was placed in EtOAC (100 ml), cooled down to 0° C. and pH was adjusted to 14 with conc. NH3. The precipitate was filtered off and washed with EtOAc. The filtrate was washed with 2M NH3, water then brine, dried and con... The yield is 86.0%. As a reaction SMILES: [CH:1]1([NH:7][C:8]2[CH:13]=[CH:12][CH:11]=[CH:10][C:9]=2[N+:14]([O-])=O)[CH2:6][CH2:5][CH2:4][CH2:3][CH2:2]1.[Sn](Cl)Cl>CO>[CH:1]1([NH:7][C:8]2[C:9]([NH2:14])=[CH:10][CH:11]=[CH:12][CH:13]=2)[CH2:6][CH2:5][CH2:4][CH2:3][CH2:2]1. Run at time 20 hour. Solvent: CO (methanol). Product: C1(CCCCC1)NC=1C(=CC=CC1)N (N-Cyclohexyl-benzene-1,2-diamine). As a reaction SMILES: Br[C:2]1[C:3](=[O:11])[N:4]([CH3:10])[C:5](=[O:9])[N:6]([CH3:8])[N:7]=1.[Cl:12][C:13]1[CH:25]=[CH:24][C:23]([F:26])=[CH:22][C:14]=1[O:15][CH:16]1[CH2:21][CH2:20][NH:19][CH2:18][CH2:17]1>>[Cl:12][C:13]1[CH:25]=[CH:24][C:23]([F:26])=[CH:22][C:14]=1[O:15][CH:16]1[CH2:17][CH2:18][N:19]([C:2]2[C:3](=[O:11])[N:4]([CH3:10])[C:5](=[O:9])[N:6]([CH3:8])[N:7]=2)[CH2:20][CH2:21]1.[CH2:14]([OH:15])[CH2:13][CH2:25][CH3:24]. Procedure: The compound 30 (solid) is prepared from the triazine 1b and from the intermediate 8b according to the synthesis method 1 in n-butanol (yield: 77%). The yield is 77.0%. Reactants: BrC=1C(N(C(N(N1)C)=O)C)=O (6-bromo-2,4-dimethyl-2H-[1,2,4]triazine-3,5-dione), ClC1=C(OC2CCNCC2)C=C(C=C1)F (4-(2-chloro-5-fluoro-phenoxy)-piperidine). Product: ClC1=C(OC2CCN(CC2)C=2C(N(C(N(N2)C)=O)C)=O)C=C(C=C1)F (6-[4-(2-chloro-5-fluoro-phenoxy)-piperidin-1-yl]-2,4-dimethyl-2H-[1,2,4]triazine-3,5-dione), C(CCC)O (n-butanol). Starting materials: C(C1=CC=CC=C1)OC1=CC(=CC=C1)Br (1-(benzyloxy)-3-bromobenzene), C1(CCCCC1)P(C1=C(C=CC=C1)C=1C(=CC=CC1)N(C)C)C1CCCCC1 (2′-[dicyclohexylphosphino]-N,N-dimethylbiphenyl-2-amine), N1CCCCC1 (piperidine), P(=O)([O-])([O-])[O-].[K+].[K+].[K+] (tripotassium phosphate). The reagents and catalysts are C=1C=CC(=CC1)/C=C/C(=O)/C=C/C2=CC=CC=C2.C=1C=CC(=CC1)/C=C/C(=O)/C=C/C2=CC=CC=C2.C=1C=CC(=CC1)/C=C/C(=O)/C=C/C2=CC=CC=C2.[Pd].[Pd] (tris(dibenzylideneacetone)dipalladium(0)). Solvent: COCCOC (1,2-dimethoxyethane). Reaction conditions: temperature 110 celsius, time 21 hour. Product: C(C1=CC=CC=C1)OC=1C=C(C=CC1)N1CCCCC1 (1-[3-(benzyloxy)phenyl]piperidine). Yield: 708.5%. Reaction SMILES: [CH2:1]([O:8][C:9]1[CH:14]=[CH:13][CH:12]=[C:11](Br)[CH:10]=1)[C:2]1[CH:7]=[CH:6][CH:5]=[CH:4][CH:3]=1.C1(P(C2CCCCC2)C2C=CC=CC=2C2[C:30]([N:35]([CH3:37])C)=[CH:31][CH:32]=[CH:33]C=2)CCCCC1.N1CCCCC1.P([O-])([O-])([O-])=O.[K+].[K+].[K+]>COCCOC.C1C=CC(/C=C/C(/C=C/C2C=CC=CC=2)=O)=CC=1.C1C=CC(/C=C/C(/C=C/C2C=CC=CC=2)=O)=CC=1.C1C=CC(/C=C/C(/C=C/C2C=CC=CC=2)=O)=CC=1.[Pd].[Pd]>[CH2:1]([O:8][C:9]1[CH:10]=[C:11]([N:35]2[CH2:30][CH2:31][CH2:32][CH2:33][CH2:37]2)[CH:12]=[CH:13][CH:14]=1)[C:2]1[CH:7]=[CH:6][CH:5]=[CH:4][CH:3]=1 |f:3.4.5.6,8.9.10.11.12|. Reported procedure: To a solution of 1-(benzyloxy)-3-bromobenzene (1.00 g) in 1,2-dimethoxyethane (15 mL) were added tris(dibenzylideneacetone)dipalladium(0) (180 mg), 2′-[dicyclohexylphosphino]-N,N-dimethylbiphenyl-2-amine (150 mg), piperidine (500 μL), and tripotassium phosphate (2.5 g) at room temperature, and the mixture was stirred at 110° C. for 21 hours. After the reaction mixture was cooled to room temperature, insolubles were separated by filtration and the solvent was concentrated under reduced pressure. ... The reactants are O=C1Cc2cc(Br)ccc2N1, C1CCNC1, CC(=O)O, CCO, O=Cc1[nH]c2c(c1CCC(=O)O)CCCC2. Yields the product O=C(O)CCc1c(C=C2C(=O)Nc3ccc(Br)cc32)[nH]c2c1CCCC2. RXN SMILES: [Br:17][c:18]1[cH:19][c:20]2[c:24]([cH:25][cH:26]1)[NH:23][C:22](=[O:27])[CH2:21]2.[CH2:28]1[CH2:29][NH:30][CH2:31][CH2:32]1.[CH3:33][C:34](=[O:35])[OH:36].[CH3:37][CH2:38][OH:39].[CH:1](=[O:2])[c:3]1[nH:4][c:5]2[c:10]([c:11]1[CH2:12][CH2:13][C:14](=[O:15])[OH:16])[CH2:9][CH2:8][CH2:7][CH2:6]2>>[CH:1]([c:3]1[nH:4][c:5]2[c:10]([c:11]1[CH2:12][CH2:13][C:14](=[O:15])[OH:16])[CH2:9][CH2:8][CH2:7][CH2:6]2)=[C:21]1[c:20]2[cH:19][c:18]([Br:17])[cH:26][cH:25][c:24]2[NH:23][C:22]1=[O:27].